From a dataset of the Open Reaction Database (ORD), a public repository of structured organic reaction records. describe an organic reaction: reactants, conditions, products, and yield Starting materials: CCO, O=[Mn]=O, Cc1cc(CO)cc(C)c1CCCO. Product: Cc1cc(C=O)cc(C)c1CCCO. Reaction SMILES: [CH3:15][CH2:16][OH:17].[O:18]=[Mn:19]=[O:20].[OH:1][CH2:2][c:3]1[cH:4][c:5]([CH3:14])[c:6]([CH2:10][CH2:11][CH2:12][OH:13])[c:7]([CH3:9])[cH:8]1>>[O:1]=[CH:2][c:3]1[cH:4][c:5]([CH3:14])[c:6]([CH2:10][CH2:11][CH2:12][OH:13])[c:7]([CH3:9])[cH:8]1. The reactants are CCC1(CO)COC1, ClCc1cccnc1, ClCCl, Cl, [Na+], [Na+], O=C([O-])[O-], c1ccncc1. Product: CCC1(COC(=O)c2cccnc2)COC1. RXN SMILES: [CH2:10]([CH3:11])[C:12]1([CH2:16][OH:17])[CH2:13][O:14][CH2:15]1.[CH2:2]([c:3]1[cH:4][n:5][cH:6][cH:7][cH:8]1)[Cl:9].[Cl:30][CH2:31][Cl:32].[ClH:1].[Na+:24].[Na+:25].[O-:26][C:27](=[O:28])[O-:29].[cH:18]1[cH:19][cH:20][n:21][cH:22][cH:23]1>>[C:2]([c:3]1[cH:4][n:5][cH:6][cH:7][cH:8]1)([O:17][CH2:16][C:12]1([CH2:10][CH3:11])[CH2:13][O:14][CH2:15]1)=[O:26]. The reactants are CS(C)=O, Clc1ccc(C(c2ccc(Cl)cc2)C(Cl)Cl)cc1, [Na+], [OH-]. Yields the product ClC=C(c1ccc(Cl)cc1)c1ccc(Cl)cc1. As a reaction SMILES: [CH3:21][S:22](=[O:23])[CH3:24].[Cl:1][c:2]1[cH:3][cH:4][c:5]([CH:8]([CH:9]([Cl:10])[Cl:11])[c:12]2[cH:13][cH:14][c:15]([Cl:18])[cH:16][cH:17]2)[cH:6][cH:7]1.[Na+:20].[OH-:19]>>[Cl:1][c:2]1[cH:3][cH:4][c:5]([C:8](=[CH:9][Cl:10])[c:12]2[cH:13][cH:14][c:15]([Cl:18])[cH:16][cH:17]2)[cH:6][cH:7]1.